This data is from the Open Reaction Database (ORD), a public repository of structured organic reaction records. The task is: describe an organic reaction: reactants, conditions, products, and yield The reactants are CS(=O)C (DMSO), O(S(=O)(=O)C(F)(F)F)S(=O)(=O)C(F)(F)F (Tf2O), BrC=1N=CC(=NC1)N (5-bromopyrazin-2-amine). Solvent: C(Cl)Cl (DCM), C(Cl)Cl (DCM). Run at temperature -70 celsius, time 15 minute. The product is BrC1=NC=C(N=C1)N=S(C)C (2-bromo-5-[(dimethyl-λ4-sulfanylidene)amino]pyrazine). Reaction SMILES: [CH3:1][S:2]([CH3:4])=O.O(S(C(F)(F)F)(=O)=O)S(C(F)(F)F)(=O)=O.[Br:20][C:21]1[N:22]=[CH:23][C:24]([NH2:27])=[N:25][CH:26]=1>C(Cl)Cl>[Br:20][C:21]1[CH:26]=[N:25][C:24]([N:27]=[S:2]([CH3:4])[CH3:1])=[CH:23][N:22]=1. Procedure: To a solution of DMSO (11 g, 138 mmol) in 100 mL of DCM was added Tf2O (42 g, 149 mmol) at −70° C. The resulting mixture was stirred at −70° C. for 15 minutes then a solution of 5-bromopyrazin-2-amine (20 g, 115 mmol, in 100 mL of DCM and 50 mL of DMSO) was added dropwise. The mixture was stirred at −60° C. for 3 hours and diluted with 500 mL of DCM and washed with water. The water layer was basified to pH=1 with aq. Na2CO3 and extracted with DCM twice. The combined DCM layer was washed with bri... The reactants are Cl.C(C)(C)N1C(=CC2=CC(=CC=C12)OC1CCN(CC1)C(C)C)C(=O)N1CCNCC1 ([1-isopropyl-5-(1-isopropyl-piperidin-4-yloxy)-1H-indol-2-yl]-piperazin-1-yl-methanone hydrochloride), C1(CC1)C(=O)Cl (cyclopropanoyl chloride). Yields the product C1(CC1)C(=O)N1CCN(CC1)C(=O)C=1N(C2=CC=C(C=C2C1)OC1CCN(CC1)C(C)C)C(C)C ((4-Cyclopropanecarbonyl-piperazin-1-yl)-[1-isopropyl-5-(1-isopropyl-piperidin-4-yloxy)-1H-indol-2-yl]-methanone). Reaction SMILES: Cl.[CH:2]([N:5]1[C:13]2[C:8](=[CH:9][C:10]([O:14][CH:15]3[CH2:20][CH2:19][N:18]([CH:21]([CH3:23])[CH3:22])[CH2:17][CH2:16]3)=[CH:11][CH:12]=2)[CH:7]=[C:6]1[C:24]([N:26]1[CH2:31][CH2:30][NH:29][CH2:28][CH2:27]1)=[O:25])([CH3:4])[CH3:3].[CH:32]1([C:35](Cl)=[O:36])[CH2:34][CH2:33]1>>[CH:32]1([C:35]([N:29]2[CH2:28][CH2:27][N:26]([C:24]([C:6]3[N:5]([CH:2]([CH3:3])[CH3:4])[C:13]4[C:8]([CH:7]=3)=[CH:9][C:10]([O:14][CH:15]3[CH2:20][CH2:19][N:18]([CH:21]([CH3:23])[CH3:22])[CH2:17][CH2:16]3)=[CH:11][CH:12]=4)=[O:25])[CH2:31][CH2:30]2)=[O:36])[CH2:34][CH2:33]1 |f:0.1|. Procedure: The title compound was prepared in analogy to example 51, from [1-isopropyl-5-(1-isopropyl-piperidin-4-yloxy)-1H-indol-2-yl]-piperazin-1-yl-methanone hydrochloride and cyclopropanoyl chloride. Light-yellow solid. MS (m/z): 481.5 (M+H)+. Reactants: FC1=C(C=CC=C1F)[C@@H]1C[C@@H](C(N(C1)C[C@@H](C(F)(F)F)O)=O)NC(OC(C)(C)C)=O (tert-butyl {(3S,5S)-5-(2,3-difluorophenyl)-2-oxo-1-[(2S)-3,3,3-trifluoro-2-hydroxypropyl]piperidin-3-yl}carbamate). Run in C(C)(=O)OCC (ethyl acetate). Conditions: temperature 23 celsius, time 2 hour. Yields the product N[C@@H]1C(N(C[C@@H](C1)C1=C(C(=CC=C1)F)F)C[C@@H](C(F)(F)F)O)=O ((3S,5S)-3-Amino-5-(2,3-difluorophenyl)-1-[(2S)-3,3,3-trifluoro-2-hydroxypropyl]piperidin-2-one), hydrochloride salt. RXN SMILES: [F:1][C:2]1[C:7]([F:8])=[CH:6][CH:5]=[CH:4][C:3]=1[C@H:9]1[CH2:14][N:13]([CH2:15][C@H:16]([OH:21])[C:17]([F:20])([F:19])[F:18])[C:12](=[O:22])[C@@H:11]([NH:23]C(=O)OC(C)(C)C)[CH2:10]1>C(OCC)(=O)C>[NH2:23][C@H:11]1[CH2:10][C@@H:9]([C:3]2[CH:4]=[CH:5][CH:6]=[C:7]([F:8])[C:2]=2[F:1])[CH2:14][N:13]([CH2:15][C@H:16]([OH:21])[C:17]([F:20])([F:18])[F:19])[C:12]1=[O:22]. Procedure: A solution of tert-butyl {(3S,5S)-5-(2,3-difluorophenyl)-2-oxo-1-[(2S)-3,3,3-trifluoro-2-hydroxypropyl]piperidin-3-yl}carbamate (39 mg, 0.089 mmol) in ethyl acetate (5 mL), pre-cooled to 0° C. was sparged with HCl gas for ˜1 min. The ice-bath was removed and the acidic solution was allowed to warm to 23° C. as stirring was continued for 2 h. The mixture was then concentrated to dryness to afford the title compound as a hydrochloride salt. MS: m/z=339.1 (M+1). As a reaction SMILES: OC1C=C(O)C=CC=1[CH:9]([C:16]([CH:18]([C:25]1[CH:30]=[CH:29]C(O)=CC=1O)C1C=CC=CC=1)=[O:17])[C:10]1[CH:15]=[CH:14][CH:13]=[CH:12][CH:11]=1.N1CC[O:36]CC1.[CH2:39]([O:41][CH:42]([O-])[O-])[CH3:40]>CN(C)C=O>[OH:36][C:29]1[CH:40]=[C:39]2[C:18]([C:16](=[O:17])[C:9]([C:10]3[CH:11]=[CH:12][CH:13]=[CH:14][CH:15]=3)=[CH:42][O:41]2)=[CH:25][CH:30]=1. Procedure: 50 g (0.219 mole) of a mixture of 2,4-dihydroxy-phenyl-benzyl-ketone, 20 ml of dimethyl-formamide, 2.6 ml of morpholine and 39.06 g (0.26 mole) of ethyl-orthoformate is stirred for 7 hours at 80°-90° C. After 25 minutes crystallization can be observed. At the end of the reaction time the crystallized suspension is diluted with 120 ml of chloroform and it is crystallized at 0° C. for 2 hours. After filtration the product is covered twice with 45 ml of chloroform and dried. 47.9 g of 7-hydroxy-iso... Starting materials: mixture, OC1=C(C=CC(=C1)O)C(C1=CC=CC=C1)C(=O)C(C1=CC=CC=C1)C1=C(C=C(C=C1)O)O (2,4-dihydroxy-phenyl-benzyl-ketone), N1CCOCC1 (morpholine), C(C)OC([O-])[O-] (ethyl-orthoformate). The solvent is CN(C=O)C (dimethyl-formamide). The product is OC1=CC=C2C(C(=COC2=C1)C1=CC=CC=C1)=O (7-hydroxy-isoflavone). Yield: 91.9%. Starting materials: CS(=O)C (dimethylsulfoxide), Cl (HCl), CC(CC(C)=O)=O (pentane-2,4-dione), O1[C@H](CCC1)CNC(=S)N ((R)-1-((tetrahydrofuran-2-yl)methyl)thiourea). Run in O1CCCC1 (tetrahydrofuran), C(C)(=O)OCC (ethyl acetate). Conditions: temperature 40 celsius. The product is N=C1SC(=C(N1C[C@@H]1OCCC1)C)C(C)=O ((R)-1-(2-imino-4-methyl-3-((tetrahydrofuran-2-yl)methyl)-2,3-dihydrothiazol-5-yl)ethanone). As a reaction SMILES: [CH3:1][C:2](=[O:7])[CH2:3][C:4](=O)[CH3:5].[O:8]1[CH2:12][CH2:11][CH2:10][C@@H:9]1[CH2:13][NH:14][C:15]([NH2:17])=[S:16].CS(C)=O.Cl>O1CCCC1.C(OCC)(=O)C>[NH:17]=[C:15]1[N:14]([CH2:13][C@H:9]2[CH2:10][CH2:11][CH2:12][O:8]2)[C:4]([CH3:5])=[C:3]([C:2](=[O:7])[CH3:1])[S:16]1. Procedure: To a solution of pentane-2,4-dione (451 mg, 4.5 mmol) and the product from Example 278A (786 mg, 4.5 mmol) in tetrahydrofuran (5 mL) was added a mixture of dimethylsulfoxide (0.64 mL, 9.0 mmol) and concentrated HCl (0.75 mL, 9.0 mmol). The reaction mixture was heated at 40° C. for 12 hours. After cooling to ambient temperature, the mixture was diluted with ethyl acetate and washed with saturated aqueous NaHCO3. The organic extract was dried (Na2SO4), filtered and concentrated to afford the title... The reactants are C(C)(C)(C)N1S(C(=C(C1=O)Cl)C1=CC=CC=C1)(=O)=O (2-tert-Butyl-4-chloro-5-phenylisothiazol-3(2H)-one 1,1-dioxide), Cl.Cl.ClC=1C=CC(=NC1)N1CCC(CC1)N (1-(5-chloropyridin-2-yl)piperidin-4-amine dihydrochloride), TEA. Solvent: CN(C)C=O (DMF). Run at temperature 130 celsius. Yields the product C(C)(C)(C)N1S(C(=C(C1=O)NC1CCN(CC1)C1=NC=C(C=C1)Cl)C1=CC=CC=C1)(=O)=O (2-ter-Butyl-4-{[1-(5-chloropyridin-2-yl)piperidin-4-yl]amino}-5-phenylisothiazol-3(2H)-one 1,1-dioxide). The yield is 45.0%. As a reaction SMILES: [C:1]([N:5]1[C:9](=[O:10])[C:8](Cl)=[C:7]([C:12]2[CH:17]=[CH:16][CH:15]=[CH:14][CH:13]=2)[S:6]1(=[O:19])=[O:18])([CH3:4])([CH3:3])[CH3:2].Cl.Cl.[Cl:22][C:23]1[CH:24]=[CH:25][C:26]([N:29]2[CH2:34][CH2:33][CH:32]([NH2:35])[CH2:31][CH2:30]2)=[N:27][CH:28]=1>CN(C=O)C>[C:1]([N:5]1[C:9](=[O:10])[C:8]([NH:35][CH:32]2[CH2:33][CH2:34][N:29]([C:26]3[CH:25]=[CH:24][C:23]([Cl:22])=[CH:28][N:27]=3)[CH2:30][CH2:31]2)=[C:7]([C:12]2[CH:17]=[CH:16][CH:15]=[CH:14][CH:13]=2)[S:6]1(=[O:19])=[O:18])([CH3:4])([CH3:3])[CH3:2] |f:1.2.3|. Procedure: 2-tert-Butyl-4-chloro-5-phenylisothiazol-3(2H)-one 1,1-dioxide (0.175 g, 0.58 mmol), 1-(5-chloropyridin-2-yl)piperidin-4-amine dihydrochloride (0.196 g, 0.69 mmol) and TEA (0.23 g, 2.31 mmol) was dissolved in dry DMF (3 ml) and heated in a microwave reactor at 130° C. for 30 mins. The reaction mixture was purified by preparative HPLC to yield the title compound (0.124 g, 45%). 1H NMR (500 MHz, CDCl3): δ 8.06-8.02 (m, 1H), 7.55-7.49 (m, 2H), 7.47-7.41 (m, 3H), 7.39-7.33 (m, 1H), 6.52-6.45 (m, 1H)... Reactants: O.O.O.O.O.O.O.O.O.[OH-].[Ba+2].[OH-] (barium hydroxide nonahydrate), ClC=1C=C2CCC3(C2=CC1)NC(NC3=O)=O ((+/−)-5′-chloro-spiro[imidazolidine-4,1′indan]-2,5-dione), C(=O)=O (carbon dioxide). Solvent: O (water), O (water). Reaction conditions: temperature 120 celsius. Product: NC1(CCC2=CC(=CC=C12)Cl)C(=O)O ((+/−)-1-amino-5-chloro-indane-1-carboxylic acid). RXN SMILES: [Cl:1][C:2]1[CH:3]=[C:4]2[C:8](=[CH:9][CH:10]=1)[C:7]1([C:14](=[O:15])NC(=O)[NH:11]1)[CH2:6][CH2:5]2.O.O.O.O.O.O.O.O.O.[OH-].[Ba+2].[OH-].C(=O)=[O:30]>O>[NH2:11][C:7]1([C:14]([OH:15])=[O:30])[C:8]2[C:4](=[CH:3][C:2]([Cl:1])=[CH:10][CH:9]=2)[CH2:5][CH2:6]1 |f:1.2.3.4.5.6.7.8.9.10.11.12|. Procedure details: A mixture of (+/−)-5′-chloro-spiro[imidazolidine-4,1′indan]-2,5-dione (473 mg, 2 mmol) in water (55 mL) containing barium hydroxide nonahydrate (3.06 gm, 10 mmol) was sealed in a screw-top vessel and heated at 120° C. for 22 hours. The reaction suspension was cooled, the vessel opened and the mixture diluted to ˜200 mL with water. This suspension was brought to boil and small pieces of solid carbon dioxide were added over a 1-2 hour period. The heat was removed and the suspension was filtered wh...